This data is from the Open Reaction Database (ORD), a public repository of structured organic reaction records. The task is: describe an organic reaction: reactants, conditions, products, and yield Starting materials: CC1CNCC1c1nc2c(cnn2C2CCCC2)c(=O)[nH]1, O=Cc1ccc2nccnc2c1. The product is CC1CN(Cc2ccc3nccnc3c2)CC1c1nc2c(cnn2C2CCCC2)c(=O)[nH]1. As a reaction SMILES: [CH:1]1([n:6]2[n:7][cH:8][c:9]3[c:10]2[n:11][c:12]([CH:16]2[CH2:17][NH:18][CH2:19][CH:20]2[CH3:21])[nH:13][c:14]3=[O:15])[CH2:2][CH2:3][CH2:4][CH2:5]1.[n:22]1[cH:23][cH:24][n:25][c:26]2[cH:27][c:28]([CH:32]=[O:33])[cH:29][cH:30][c:31]12>>[CH:1]1([n:6]2[n:7][cH:8][c:9]3[c:10]2[n:11][c:12]([CH:16]2[CH2:17][N:18]([CH2:32][c:28]4[cH:27][c:26]5[n:25][cH:24][cH:23][n:22][c:31]5[cH:30][cH:29]4)[CH2:19][CH:20]2[CH3:21])[nH:13][c:14]3=[O:15])[CH2:2][CH2:3][CH2:4][CH2:5]1. Reactants: COC1=CC=C(C=C1)O (4-methoxyphenol), C(=O)([O-])[O-].[K+].[K+] (K2CO3), BrC=1C=CC(=C(C=O)C1)F (5-bromo-2-fluorobenzaldehyde). Solvent: CN(C(C)=O)C (N,N-dimethylacetamide). The product is BrC=1C=CC(=C(C=O)C1)OC1=CC=C(C=C1)OC (5-bromo-2-(4-methoxy-phenoxy)-benzaldehyde). Yield: 100.9%. As a reaction SMILES: [Br:1][C:2]1[CH:3]=[CH:4][C:5](F)=[C:6]([CH:9]=1)[CH:7]=[O:8].[CH3:11][O:12][C:13]1[CH:18]=[CH:17][C:16]([OH:19])=[CH:15][CH:14]=1.C([O-])([O-])=O.[K+].[K+]>CN(C)C(=O)C>[Br:1][C:2]1[CH:3]=[CH:4][C:5]([O:19][C:16]2[CH:17]=[CH:18][C:13]([O:12][CH3:11])=[CH:14][CH:15]=2)=[C:6]([CH:9]=1)[CH:7]=[O:8] |f:2.3.4|. Reported procedure: In a manner similar to the method described in Example 50a, 5-bromo-2-fluorobenzaldehyde (2.1 g, 10 mmol) (Alfa) was reacted with 4-methoxyphenol (1.24 g, 10 mmol) and K2CO3 in N,N-dimethylacetamide to give 5-bromo-2-(4-methoxy-phenoxy)-benzaldehyde as a white solid (Yield 3.1 g, 92%). Reactants: CC(C)(C)OC(=O)Nc1ccc(OC(F)(F)F)cc1NC(=O)CC(=O)c1cccc(-c2cccnc2)c1, ClCCl, O=C(O)C(F)(F)F. The product is O=C1CC(c2cccc(-c3cccnc3)c2)=Nc2ccc(OC(F)(F)F)cc2N1. RXN SMILES: [C:1]([O:2][C:3](=[O:4])[NH:7][c:8]1[c:9]([NH:19][C:20]([CH2:21][C:22](=[O:5])[c:23]2[cH:24][c:25](-[c:29]3[cH:30][n:31][cH:32][cH:33][cH:34]3)[cH:26][cH:27][cH:28]2)=[O:36])[cH:10][c:11]([O:14][C:15]([F:16])([F:17])[F:18])[cH:12][cH:13]1)([CH3:6])([CH3:35])[CH3:37].[Cl:45][CH2:46][Cl:47].[F:38][C:39]([F:40])([F:41])[C:42]([OH:43])=[O:44]>>[N:7]1=[C:22]([c:23]2[cH:24][c:25](-[c:29]3[cH:30][n:31][cH:32][cH:33][cH:34]3)[cH:26][cH:27][cH:28]2)[CH2:21][C:20](=[O:36])[NH:19][c:9]2[c:8]1[cH:13][cH:12][c:11]([O:14][C:15]([F:16])([F:17])[F:18])[cH:10]2. The reactants are [Cl-].[Cd+2].[Cl-] (cadmium chloride), Grignard reagent, BrC1=CC=C(C=C1)CC(C)C (p-bromoisobutylbenzene), [Mg] (magnesium). Run in C1CCOC1 (THF). The product is C(C(C)C)C1=CC=C(C=C1)[Cd]C1=CC=C(C=C1)CC(C)C (di-(p-isobutylphenyl)cadmium). Reaction SMILES: [Cl-].[Cd+2:2].[Cl-].Br[C:5]1[CH:10]=[CH:9][C:8]([CH2:11][CH:12]([CH3:14])[CH3:13])=[CH:7][CH:6]=1.[Mg]>C1COCC1>[CH2:11]([C:8]1[CH:9]=[CH:10][C:5]([Cd:2][C:5]2[CH:10]=[CH:9][C:8]([CH2:11][CH:12]([CH3:14])[CH3:13])=[CH:7][CH:6]=2)=[CH:6][CH:7]=1)[CH:12]([CH3:14])[CH3:13] |f:0.1.2|. Procedure: Ten grams of cadmium chloride was added to a Grignard reagent prepared from 21.7 g of p-bromoisobutylbenzene, 2.5 g of magnesium and 400 ml of THF. The mixture was refluxed for 10 minutes to give a solution of di-(p-isobutylphenyl)cadmium. A solution of 18 g of ethyl α-bromopropionate in 20 ml of THF was added to the reaction mixture which had been cooled. After standing at 20° C. for 24 hours, dilute hydrochloric acid was added to the mixture. The mixture was extracted with diethyl ether. The e... Starting materials: BrB(Br)Br, COC(=O)CCCCc1ncc(-c2cc(Cl)ccc2OC)o1, ClCCl. The product is COC(=O)CCCCc1ncc(-c2cc(Cl)ccc2O)o1. Reaction SMILES: [B:23]([Br:24])([Br:25])[Br:26].[CH3:1][O:2][C:3]([CH2:4][CH2:5][CH2:6][CH2:7][c:8]1[o:9][c:10](-[c:13]2[c:14]([O:20][CH3:21])[cH:15][cH:16][c:17]([Cl:19])[cH:18]2)[cH:11][n:12]1)=[O:22].[Cl:27][CH2:28][Cl:29]>>[CH3:1][O:2][C:3]([CH2:4][CH2:5][CH2:6][CH2:7][c:8]1[o:9][c:10](-[c:13]2[c:14]([OH:20])[cH:15][cH:16][c:17]([Cl:19])[cH:18]2)[cH:11][n:12]1)=[O:22].